Dataset: the Open Reaction Database (ORD), a public repository of structured organic reaction records. Task: describe an organic reaction: reactants, conditions, products, and yield Starting materials: C(C)(C)(C)OC(=O)N[C@@H](CC(=O)OCC)CC1=CC=C(C=C1)C1=C(C=CC(=C1)Cl)Cl ((R)-ethyl 3-(tert-butoxycarbonylamino)-4-(2′,5′-dichlorobiphenyl-4-yl)butanoate), C(C)(C)(C)OC(=O)N[C@@H](CC(=O)OCC)CC1=CC=C(C=C1)C1=C(C=CC(=C1)Cl)Cl ((R)-ethyl 3-(tert-butoxycarbonylamino)-4-(2′,5′-dichlorobiphenyl-4-yl)butanoate), Cl (HCl), O1CCOCC1 (1,4-dioxane). Reaction conditions: time 2 hour. Yields the product Cl.N[C@@H](CC(=O)OCC)CC1=CC=C(C=C1)C1=C(C=CC(=C1)Cl)Cl ((R)-ethyl 3-amino-4-(2′,5′-dichlorobiphenyl-4-yl)butanoate hydrochloride). Reaction SMILES: C(OC([NH:8][C@H:9]([CH2:16][C:17]1[CH:22]=[CH:21][C:20]([C:23]2[CH:28]=[C:27]([Cl:29])[CH:26]=[CH:25][C:24]=2[Cl:30])=[CH:19][CH:18]=1)[CH2:10][C:11]([O:13][CH2:14][CH3:15])=[O:12])=O)(C)(C)C.Cl.O1CCOCC1>>[ClH:29].[NH2:8][C@H:9]([CH2:16][C:17]1[CH:22]=[CH:21][C:20]([C:23]2[CH:28]=[C:27]([Cl:29])[CH:26]=[CH:25][C:24]=2[Cl:30])=[CH:19][CH:18]=1)[CH2:10][C:11]([O:13][CH2:14][CH3:15])=[O:12] |f:3.4|. Reported procedure: To (R)-ethyl 3-(tert-butoxycarbonylamino)-4-(2′,5′-dichlorobiphenyl-4-yl)butanoate (Intermediate 11: 1.09 g, 2.33 mmol) is added a solution of 4 M HCl in 1,4-dioxane (5.81 mL, 23.3 mmol) at room temperature. After stirring for 2 hours, the reaction mixture is concentrated under reduced pressure to give (R)-ethyl 3-amino-4-(2′,5′-dichlorobiphenyl-4-yl)butanoate hydrochloride. Next, a solution of the product, succinic anhydride (280 mg, 2.80 mmol) and DIPEA (0.489 mL, 2.80 mmol) in dichloromethane... Reactants: CN(C)C=O, O=C(CCCCl)N1CCCc2ccccc21, [I-], [N-]=[N+]=[N-], [Na+], [Na+], O. Yields the product [N-]=[N+]=NCCCC(=O)N1CCCc2ccccc21. As a reaction SMILES: [CH3:24][N:25]([CH3:26])[CH:27]=[O:28].[Cl:5][CH2:6][CH2:7][CH2:8][C:9](=[O:10])[N:11]1[CH2:12][CH2:13][CH2:14][c:15]2[cH:16][cH:17][cH:18][cH:19][c:20]21.[I-:22].[N-:2]=[N+:3]=[N-:4].[Na+:1].[Na+:21].[OH2:23]>>[N:2](=[N+:3]=[N-:4])[CH2:6][CH2:7][CH2:8][C:9](=[O:10])[N:11]1[CH2:12][CH2:13][CH2:14][c:15]2[cH:16][cH:17][cH:18][cH:19][c:20]21. As a reaction SMILES: [C:1](=[O:2])([CH3:3])[O:4][c:5]1[cH:6][cH:7][c:8]([CH:11]2[CH:12]([C:14](=[O:15])[O:16][CH3:17])[CH2:13]2)[cH:9][cH:10]1.[CH3:19][C:20](=[O:21])[O-:22].[CH3:23][OH:24].[NH4+:18].[OH2:25]>>[OH:4][c:5]1[cH:6][cH:7][c:8]([CH:11]2[CH:12]([C:14](=[O:15])[O:16][CH3:17])[CH2:13]2)[cH:9][cH:10]1. Starting materials: COC(=O)C1CC1c1ccc(OC(C)=O)cc1, CC(=O)[O-], CO, [NH4+], O. The product is COC(=O)C1CC1c1ccc(O)cc1. The reactants are CC(C)N(NC(=O)c1ccccc1)C(=O)COc1ccc(F)cc1Br, O=C([O-])[O-], CCCOc1ccccc1B(O)O, COCCOC, [Na+], [Na+]. The product is CCCOc1ccccc1-c1cc(F)ccc1OCC(=O)N(NC(=O)c1ccccc1)C(C)C. As a reaction SMILES: [Br:1][c:2]1[c:3]([O:4][CH2:5][C:6](=[O:7])[N:8]([NH:9][C:10]([c:11]2[cH:12][cH:13][cH:14][cH:15][cH:16]2)=[O:17])[CH:18]([CH3:19])[CH3:20])[cH:21][cH:22][c:23]([F:25])[cH:24]1.[C:26](=[O:27])([O-:28])[O-:29].[CH2:32]([CH2:33][CH3:34])[O:35][c:36]1[c:37]([B:42]([OH:43])[OH:44])[cH:38][cH:39][cH:40][cH:41]1.[CH3:45][O:46][CH2:47][CH2:48][O:49][CH3:50].[Na+:30].[Na+:31]>>[c:2]1(-[c:37]2[c:36]([O:35][CH2:32][CH2:33][CH3:34])[cH:41][cH:40][cH:39][cH:38]2)[c:3]([O:4][CH2:5][C:6](=[O:7])[N:8]([NH:9][C:10]([c:11]2[cH:12][cH:13][cH:14][cH:15][cH:16]2)=[O:17])[CH:18]([CH3:19])[CH3:20])[cH:21][cH:22][c:23]([F:25])[cH:24]1. Reactants: ClCCCCCBr, CN(C)C=O, [H-], [Na+], O, Oc1ccccc1. The product is ClCCCCCOc1ccccc1. RXN SMILES: [Br:10][CH2:11][CH2:12][CH2:13][CH2:14][CH2:15][Cl:16].[CH3:18][N:19]([CH3:20])[CH:21]=[O:22].[H-:1].[Na+:2].[OH2:17].[OH:3][c:4]1[cH:5][cH:6][cH:7][cH:8][cH:9]1>>[O:3]([c:4]1[cH:5][cH:6][cH:7][cH:8][cH:9]1)[CH2:11][CH2:12][CH2:13][CH2:14][CH2:15][Cl:16]. Starting materials: C(C)(C)(C)OC(=O)N1CCC(CC1)=O (1-(tert-butyloxycarbonyl)-4-piperidone), FC(C(=O)O)(F)F (trifluoroacetic acid), C(CCC)[Li] (n-Butyl lithium), [Br-].C1(=CC=CC=C1)CCC[P+](C1=CC=CC=C1)(C1=CC=CC=C1)C1=CC=CC=C1 (3-phenylpropyltriphenylphosphonium bromide). The solvent is O (water), ClCCl (dichloromethane), C1CCOC1 (THF), C1CCOC1 (THF). Conditions: temperature 0 celsius, time 1 hour. Product: C1(=CC=CC=C1)CCC=C1CCNCC1 (4-(3-phenylpropylidene) piperidine). Isolated yield 90.5%. Reaction SMILES: C([Li])CCC.[Br-].[C:7]1([CH2:13][CH2:14][CH2:15][P+](C2C=CC=CC=2)(C2C=CC=CC=2)C2C=CC=CC=2)[CH:12]=[CH:11][CH:10]=[CH:9][CH:8]=1.C(OC([N:42]1[CH2:47][CH2:46][C:45](=O)[CH2:44][CH2:43]1)=O)(C)(C)C.FC(F)(F)C(O)=O>C1COCC1.ClCCl.O>[C:7]1([CH2:13][CH2:14][CH:15]=[C:45]2[CH2:46][CH2:47][NH:42][CH2:43][CH2:44]2)[CH:8]=[CH:9][CH:10]=[CH:11][CH:12]=1 |f:1.2|. Reported procedure: n-Butyl lithium (2.5M in hexanes, 14 ml, 35 mmol) was carefully added to a cold (<0° C.) suspension of 3-phenylpropyltriphenylphosphonium bromide (18.7 g, 40.5 mmol) in THF (100 ml) under a nitrogen atmosphere at such a rate that the temperature did not exceed 0° C. The orange solution was stirred at <0° C. for 30 minutes before a solution of 1-(tert-butyloxycarbonyl)-4-piperidone (5.0 g, 27 mmol) was added as a solution in THF (20 ml) at such a rate that the temperature did not exceed 0° C. The... The reactants are C(C)N1C(NN=C1C(F)(F)F)=S (4-ethyl-5-trifluoromethyl-2,4-dihydro-3H-1,2,4-triazole-3-thione), OO (hydrogen peroxide). Run in [OH-].[Na+] (sodium hydroxide). Conditions: time 6 hour. The product is C(C)N1C(NN=C1C(F)(F)F)=O (4-ethyl-5-trifluoromethyl-2,4-dihydro-3H-1,2,4-triazol-3-one). The yield is 58.0%. Reaction SMILES: [CH2:1]([N:3]1[C:7]([C:8]([F:11])([F:10])[F:9])=[N:6][NH:5][C:4]1=S)[CH3:2].[OH:13]O>[OH-].[Na+]>[CH2:1]([N:3]1[C:7]([C:8]([F:11])([F:10])[F:9])=[N:6][NH:5][C:4]1=[O:13])[CH3:2] |f:2.3|. Procedure: 9.9 g (0.05 mol) of 4-ethyl-5-trifluoromethyl-2,4-dihydro-3H-1,2,4-triazole-3-thione and 50 ml of 2.5-molar sodium hydroxide solution are introduced. 17 ml (0.165 mol) of 30% strength hydrogen peroxide solution are added dropwise in the course of 20 minutes at a maximum temperature of 40° C. to 50° C. (cooling), stirring is continued for 6 hours at 40° C., the excess of hydrogen peroxide is removed by adding sodium hydrogen sulphite, and the mixture is acidified using concentrated hydrochloric a...